Dataset: the Open Reaction Database (ORD), a public repository of structured organic reaction records. Task: describe an organic reaction: reactants, conditions, products, and yield RXN SMILES: [Br:1][c:2]1[cH:3][cH:4][c:5]([O:6][c:7]2[n:8][c:9]3[c:10]([n:11]2[CH3:12])[cH:13][cH:14][cH:15][cH:16]3)[cH:17][cH:18]1.[C:25]([c:26]1[cH:27][cH:28][cH:29][cH:30][cH:31]1)([c:32]1[cH:33][cH:34][cH:35][cH:36][cH:37]1)=[NH:38].[CH3:19][C:20]([CH3:21])([O-:22])[CH3:23].[Na+:24].[O:40]1[CH2:41][CH2:42][O:43][CH2:44][CH2:45]1.[O:48]=[C:49]([CH:50]=[CH:51][c:52]1[cH:53][cH:54][cH:55][cH:56][cH:57]1)[CH:58]=[CH:59][c:60]1[cH:61][cH:62][cH:63][cH:64][cH:65]1.[O:66]=[C:67]([CH:68]=[CH:69][c:70]1[cH:71][cH:72][cH:73][cH:74][cH:75]1)[CH:76]=[CH:77][c:78]1[cH:79][cH:80][cH:81][cH:82][cH:83]1.[O:84]=[C:85]([CH:86]=[CH:87][c:88]1[cH:89][cH:90][cH:91][cH:92][cH:93]1)[CH:94]=[CH:95][c:96]1[cH:97][cH:98][cH:99][cH:100][cH:101]1.[OH2:39].[Pd:46].[Pd:47]>>[c:2]1([N:38]=[C:25]([c:26]2[cH:27][cH:28][cH:29][cH:30][cH:31]2)[c:32]2[cH:33][cH:34][cH:35][cH:36][cH:37]2)[cH:3][cH:4][c:5]([O:6][c:7]2[n:8][c:9]3[c:10]([n:11]2[CH3:12])[cH:13][cH:14][cH:15][cH:16]3)[cH:17][cH:18]1. Yields the product Cn1c(Oc2ccc(N=C(c3ccccc3)c3ccccc3)cc2)nc2ccccc21. Starting materials: Cn1c(Oc2ccc(Br)cc2)nc2ccccc21, N=C(c1ccccc1)c1ccccc1, CC(C)(C)[O-], [Na+], C1COCCO1, O=C(C=Cc1ccccc1)C=Cc1ccccc1, O=C(C=Cc1ccccc1)C=Cc1ccccc1, O=C(C=Cc1ccccc1)C=Cc1ccccc1, O, [Pd], [Pd]. Starting materials: CC(=O)N1CCNCC1, CC(Cl)c1ccc(-c2ccc(Cl)cc2)cc1, O, c1ccccc1. Yields the product CC(=O)N1CCN(C(C)c2ccc(-c3ccc(Cl)cc3)cc2)CC1. Reaction SMILES: [C:17]([CH3:18])(=[O:19])[N:20]1[CH2:21][CH2:22][NH:23][CH2:24][CH2:25]1.[Cl:1][c:2]1[cH:3][cH:4][c:5](-[c:8]2[cH:9][cH:10][c:11]([CH:14]([CH3:15])[Cl:16])[cH:12][cH:13]2)[cH:6][cH:7]1.[OH2:32].[cH:26]1[cH:27][cH:28][cH:29][cH:30][cH:31]1>>[Cl:1][c:2]1[cH:3][cH:4][c:5](-[c:8]2[cH:9][cH:10][c:11]([CH:14]([CH3:15])[N:23]3[CH2:22][CH2:21][N:20]([C:17]([CH3:18])=[O:19])[CH2:25][CH2:24]3)[cH:12][cH:13]2)[cH:6][cH:7]1. The reactants are C=1(C(=CC=CC1)C=1C(=CC=CC1)O)O (biphenol), CC=1C(=C(C=CC1)O)C (dimethylphenol), trialkylphenol, C1(=CC=CC=C1)O (phenol), CC(C)=C (isobutylene), [Cr](=O)(=O)([O-])[O-].[K+].[K+] (potassium chromate). Solvent: C(C)(=O)O (acetic acid). Product: CC=1C=C(C=CC1C)O (3,4-dimethyl phenol). As a reaction SMILES: [CH3:1][C:2]1[C:3]([CH3:9])=[C:4](O)[CH:5]=[CH:6][CH:7]=1.C1([OH:16])C=CC=CC=1.CC(=C)C.C1(O)C(C2C(O)=CC=CC=2)=CC=CC=1.[Cr]([O-])([O-])(=O)=O.[K+].[K+]>C(O)(=O)C>[CH3:1][C:2]1[CH:7]=[C:6]([OH:16])[CH:5]=[CH:4][C:3]=1[CH3:9] |f:4.5.6|. Reported procedure: dimethylphenol in two steps. The phenol was alkylated at 65° C. under 2 atmospheres of isobutylene and a catalytic amount of suilfric acid. The crude trialkylphenol was oxidized directly to the biphenol with potassium chromate in hot acetic acid. The overall yield from 3,4-dimethyl phenol was ˜50%. Reactants: CN1CCCC1=O, CO, Cn1cc(C(=O)O)c(=O)c2ccc(Cl)cc21, ClCCl, NCCN. The product is Cn1cc(C(=O)O)c(=O)c2ccc(NCCN)cc21. RXN SMILES: [CH3:24][N:25]1[CH2:26][CH2:27][CH2:28][C:29]1=[O:30].[CH3:31][OH:32].[Cl:1][c:2]1[cH:3][cH:4][c:5]2[c:6](=[O:16])[c:7]([C:13](=[O:14])[OH:15])[cH:8][n:9]([CH3:12])[c:10]2[cH:11]1.[Cl:21][CH2:22][Cl:23].[NH2:17][CH2:18][CH2:19][NH2:20]>>[c:2]1([NH:20][CH2:19][CH2:18][NH2:17])[cH:3][cH:4][c:5]2[c:6](=[O:16])[c:7]([C:13](=[O:14])[OH:15])[cH:8][n:9]([CH3:12])[c:10]2[cH:11]1. The reactants are COC(=O)CC(=O)c1cccnc1, C=CCBr, CO, [Na]. Yields the product C=CCC(C(=O)OC)C(=O)c1cccnc1. Reaction SMILES: [C:1]([c:2]1[cH:3][n:4][cH:5][cH:6][cH:7]1)(=[O:8])[CH2:9][C:10](=[O:11])[O:12][CH3:13].[CH2:15]([CH:16]=[CH2:17])[Br:18].[CH3:19][OH:20].[Na:14]>>[C:1]([c:2]1[cH:3][n:4][cH:5][cH:6][cH:7]1)(=[O:8])[CH:9]([C:10](=[O:11])[O:12][CH3:13])[CH2:17][CH:16]=[CH2:15].